Task: describe an organic reaction: reactants, conditions, products, and yield. Dataset: the Open Reaction Database (ORD), a public repository of structured organic reaction records Reactants: [OH-].[K+] (potassium hydroxide), CN1CCC(CC1)=O (1-methyl-4-piperidone), BrC=1C=C2C=CNC2=CC1 (5-bromo-1H-indole). Solvent: O (water), CO (methanol). Conditions: time 18 hour. Product: BrC=1C=C2C(=CNC2=CC1)C=1CCN(CC1)C (5-Bromo-3-(1-Methyl-1,2,3,6-Tetrahydropyridin-4-yl)-1H-Indole). The yield is 100.1%. As a reaction SMILES: [OH-].[K+].[CH3:3][N:4]1[CH2:9][CH2:8][C:7](=O)[CH2:6][CH2:5]1.[Br:11][C:12]1[CH:13]=[C:14]2[C:18](=[CH:19][CH:20]=1)[NH:17][CH:16]=[CH:15]2>CO.O>[Br:11][C:12]1[CH:13]=[C:14]2[C:18](=[CH:19][CH:20]=1)[NH:17][CH:16]=[C:15]2[C:7]1[CH2:6][CH2:5][N:4]([CH3:3])[CH2:9][CH:8]=1 |f:0.1|. Procedure details: To a solution of 56.11 gm (306 mmol) potassium hydroxide in 300 mL methanol was added 38 mL (306 mMol) 1-methyl-4-piperidone followed by 30.0 gm (153 mMol) 5-bromo-1H-indole. The reaction mixture was stirred at the reflux temperature of the mixture for 18 hours. The reaction mixture was then cooled to ambient and diluted with 1.5 L water. The resultant white solid was filtered, washed sequentially with water and diethyl ether, and then dried under vacuum to give 44.6 gm of the title compound. (1... The yield is 75.0%. Reported procedure: Isolated by chromatography using deactivated silica gel and ethyl acetate and petroleum ether (10:1 to 1:1) as the eluent. Product: O=C(NCC=1C=CC=CC1)C2=CC=C(Cl)C=C2B3OC(C)(C)C(O3)(C)C. Reactants: O=C(NCC=1C=CC=CC1)C2=CC=C(Cl)C=C2. Run in O1CCCC1. Conditions: temperature 60 celsius, time 96 hour. The reagents and catalysts are O=C(NC1=CC=CC2=C1NC(=C2C)C)C=3C=NC(=CC3)C4=NC=CC=C4, O1B(OC(C)(C)C1(C)C)B2OC(C)(C)C(O2)(C)C, C[OH2+].C[OH2+].C1CC=CCCC=C1.C1CC=CCCC=C1.[Ir].[Ir]. The reactants are C(C)[Mg]Br (ethylmagnesium bromide), ClC1=NC(=C2N=CN(C2=N1)CCC(=O)OCC)N1CCOCC1 (ethyl 3-(2-chloro-6-morpholino-9H-purin-9-yl)propanoate), C(C)[Mg]Br (ethylmagnesium bromide). The reagents and catalysts are [O-]CC.[Ti+4].[O-]CC.[O-]CC.[O-]CC (titanium (IV) ethoxide), [O-]CC.[Ti+4].[O-]CC.[O-]CC.[O-]CC (titanium (IV) ethoxide). Solvent: CCOCC (ether), C(C)OCC (diethylether), CCOCC (ether). Conditions: time 2 hour. The product is ClC1=NC(=C2N=CN(C2=N1)CCC1(CC1)O)N1CCOCC1 (1-(2-(2-chloro-6-morpholino-9H-purin-9-yl)ethyl)cyclopropanol). The yield is 46.0%. As a reaction SMILES: [Cl:1][C:2]1[N:10]=[C:9]2[C:5]([N:6]=[CH:7][N:8]2[CH2:11][CH2:12][C:13](OCC)=[O:14])=[C:4]([N:18]2[CH2:23][CH2:22][O:21][CH2:20][CH2:19]2)[N:3]=1.[CH2:24]([Mg]Br)[CH3:25]>C(OCC)C.[O-]CC.[Ti+4].[O-]CC.[O-]CC.[O-]CC>[Cl:1][C:2]1[N:10]=[C:9]2[C:5]([N:6]=[CH:7][N:8]2[CH2:11][CH2:12][C:13]2([OH:14])[CH2:25][CH2:24]2)=[C:4]([N:18]2[CH2:19][CH2:20][O:21][CH2:22][CH2:23]2)[N:3]=1 |f:3.4.5.6.7|. Procedure details: A solution of ethyl 3-(2-chloro-6-morpholino-9H-purin-9-yl)propanoate (500 mg, 1.5 mmol) in diethylether (37 mL) was treated with titanium (IV) ethoxide (31 uL, 0.15 mmol) followed by the dropwise addition of 3.0M ethylmagnesium bromide in ether (0.98 mL, 2.9 mmol) at ambient temperature for 90 minutes. Partial conversion prompted the addition of titanium (IV) ethoxide (31 uL, 0.15 mmol) and 3.0M ethylmagnesium bromide in ether (0.98 mL, 2.9 mmol). After 2 hr, the reaction mixture was quenched w... The reactants are C(C)(C)(C)OC(=O)NC([C@@H](C(=O)O)O)CC ((S)-3-tert-Butoxycarbonylamino-2-hydroxy-pentanoic acid), ONC(=N)C1CC1 (N-hydroxy-cyclopropanecarboxamidine), N-cyclohexylcarbodiimide-N′-methyl polystyrene. Run in ClCCl (dichloromethane). Run at temperature 15 celsius, time 3 hour. Yields the product NC([C@H](O)C1=NC(=NO1)C1CC1)CC ((S)-2-Amino-1-(3-cyclopropyl-1,2,4-oxadiazol-5-yl)-butan-1-ol). RXN SMILES: C(OC([NH:8][CH:9]([CH2:15][CH3:16])[C@H:10]([OH:14])[C:11]([OH:13])=O)=O)(C)(C)C.O[NH:18][C:19]([CH:21]1[CH2:23][CH2:22]1)=[NH:20]>ClCCl>[NH2:8][CH:9]([CH2:15][CH3:16])[C@@H:10]([C:11]1[O:13][N:20]=[C:19]([CH:21]2[CH2:23][CH2:22]2)[N:18]=1)[OH:14]. Reported procedure: A solution of (S)-3-tert-Butoxycarbonylamino-2-hydroxy-pentanoic acid (2.00 g, 8.57 mmol) and N-hydroxy-cyclopropanecarboxamidine (1.03 g, 10.29 mmol) in dichloromethane (20 mL) was stirred at 0° C. and 1.25 equivalents of N-cyclohexylcarbodiimide-N′-methyl polystyrene (1.70 mmol/g, 6.30 g, 10.72 mmol) was added in portions. The reaction mixture stirred under nitrogen for three hours while warming to 15° C. The reaction mixture was filtered, the resin washed with dichloromethane and the filtrate... The reactants are FC(C(=O)OC(C(F)(F)F)=O)(F)F (Trifluoroacetic acid anhydride), COC=1C=C(CSCC(=O)O)C=CC1 (3-methoxybenzylmercaptoacetic acid), C(=O)([O-])[O-].[Na+].[Na+] (Na2CO3). Solvent: FC(C(=O)O)(F)F (trifluoroacetic acid). Conditions: time 0.25 hour. The product is COC1=CC=C2C(CSCC2=C1)=O (7-methoxyisothiochroman-4-one). The yield is 48.9%. As a reaction SMILES: [CH3:1][O:2][C:3]1[CH:4]=[C:5]([CH:12]=[CH:13][CH:14]=1)[CH2:6][S:7][CH2:8][C:9](O)=[O:10].FC(F)(F)C(OC(=O)C(F)(F)F)=O.C([O-])([O-])=O.[Na+].[Na+]>FC(F)(F)C(O)=O>[CH3:1][O:2][C:3]1[CH:4]=[C:5]2[C:12]([C:9](=[O:10])[CH2:8][S:7][CH2:6]2)=[CH:13][CH:14]=1 |f:2.3.4|. Procedure details: 3-methoxybenzylmercaptoacetic acid from Step 2 (10.82 g) was dissolved in trifluoroacetic acid (50 mL). Trifluoroacetic acid anhydride (25 mL) was added and the reaction stirred under a nitrogen atmosphere for 0.25 hours. At this time, TLC showed no starting material. The solution was carefully poured into 10% Na2CO3 solution (500 mL) which was stirring vigorously. The organics were extracted into ether (500 mL) and washed with brine (300 mL), dried over MgSO4 and concentrated in vacuo. The resu... The reactants are Cl (hydrogen chloride), C(CC)NCCC (dipropylamine), C1(=CC=C(C=C1)S(=O)(=O)O)C (p-toluenesulfonic acid), C1(=CC=CC=C1)C (toluene), C(#N)[BH3-].[Na+] (sodium cyanoborohydride), [OH-].[Na+] (sodium hydroxide). The solvent is O (water), O1CCCC1 (tetrahydrofuran). Run at time 18 hour. Yields the product Cl.C(CC)N(C1CSC2=CC=CC(=C2C1)C)CCC (3-(Di-n-propylamino)-5-methylthio-chromane hydrochloride). Isolated yield 50.0%. RXN SMILES: [CH2:1]([NH:4][CH2:5][CH2:6][CH3:7])[CH2:2][CH3:3].C1(C)C=C[C:11]([S:14](O)(=O)=O)=[CH:10][CH:9]=1.C([BH3-])#N.[Na+].[ClH:23].[OH-].[Na+].[C:26]1([CH3:32])[CH:31]=[CH:30][CH:29]=[CH:28][CH:27]=1>O1CCCC1.O>[ClH:23].[CH2:1]([N:4]([CH2:5][CH2:6][CH3:7])[CH:10]1[CH2:9][C:31]2[C:30](=[CH:29][CH:28]=[CH:27][C:26]=2[CH3:32])[S:14][CH2:11]1)[CH2:2][CH3:3] |f:2.3,5.6,10.11|. Reported procedure: To a solution of the product from Part H (620 mg, 2.73 mMol) in toluene (20 mL) were added dipropylamine (0.7 mL, 6 mMol) and p-toluenesulfonic acid (100 mg, 0.52 mMol), and the mixture was heated at reflux with constant water removal (Dean-Stark trap). After 3 hours the reaction mixture was cooled to room temperature and the volatiles removed in vacuo to give a dark reddish-orange residue. This material was dissolved in tetrahydrofuran (40 mL), sodium cyanoborohydride (400 mg, 6.4 mMol) was add... Reactants: CC#N, ClCc1ccc2ccccc2n1, [K+], [K+], O=C([O-])[O-], CCOC(=O)Cc1ccc(O)cc1. Yields the product CCOC(=O)Cc1ccc(OCc2ccc3ccccc3n2)cc1. Reaction SMILES: [CH3:32][C:33]#[N:34].[Cl:20][CH2:21][c:22]1[n:23][c:24]2[cH:25][cH:26][cH:27][cH:28][c:29]2[cH:30][cH:31]1.[K+:14].[K+:15].[O-:16][C:17]([O-:18])=[O:19].[OH:1][c:2]1[cH:3][cH:4][c:5]([CH2:8][C:9](=[O:10])[O:11][CH2:12][CH3:13])[cH:6][cH:7]1>>[O:1]([c:2]1[cH:3][cH:4][c:5]([CH2:8][C:9](=[O:10])[O:11][CH2:12][CH3:13])[cH:6][cH:7]1)[CH2:21][c:22]1[n:23][c:24]2[cH:25][cH:26][cH:27][cH:28][c:29]2[cH:30][cH:31]1. Starting materials: CC1=CC=NC=C1 (4-Methylpyridine), [Br-].BrCCC[N+](CC)(CC)CC ((3-bromopropyl)triethylammonium bromide). Solvent: CN(C)C=O (DMF). Yields the product [Br-].[Br-].C(C)[N+](CCC[N+]1=CC=C(C=C1)C)(CC)CC (1-(3-triethylammoniopropyl)-4-methylpyridinium dibromide). Yield: 57.4%. RXN SMILES: [CH3:1][C:2]1[CH:7]=[CH:6][N:5]=[CH:4][CH:3]=1.[Br-:8].[Br:9][CH2:10][CH2:11][CH2:12][N+:13]([CH2:18][CH3:19])([CH2:16][CH3:17])[CH2:14][CH3:15]>CN(C=O)C>[Br-:9].[Br-:8].[CH2:14]([N+:13]([CH2:18][CH3:19])([CH2:16][CH3:17])[CH2:12][CH2:11][CH2:10][N+:5]1[CH:6]=[CH:7][C:2]([CH3:1])=[CH:3][CH:4]=1)[CH3:15] |f:1.2,4.5.6|. Procedure details: 4-Methylpyridine (307 mg, 3.3 mmol), (3-bromopropyl)triethylammonium bromide (1.0 g, 3.3 mmol), and 4 mL DMF were stirred at 100° C. in a pressure vessel for 41 h. Precipitates formed during the reaction. After cooling down, the precipitates were filtered out and washed with CH2Cl2 to give 1-(3-triethylammoniopropyl)-4-methylpyridinium dibromide as a light pink solid (750 mg, 57%), which was used in the next aldol condensation without further purification. 1H NMR (400 MHz, CD3OD): δ 1.34 (t, J=7... Procedure details: The title compound was prepared from 2-chloro-4-(4-chloro-phenyl)-6-methyl-pyrimidine (example A.11) (1.0 g, 4.18 mmol) and commercially available 3-bromo-benzeneboronic acid (1.09 g, 5.43 mmol) according to the general procedure IVb. Obtained as an off-white solid (0.5 g, 33%). MS (ISP) 361.0 [(M+H)+]; mp 123° C. The yield is 33.0%. Product: BrC=1C=C(C=CC1)C1=NC(=CC(=N1)C1=CC=C(C=C1)Cl)C (2-(3-Bromo-phenyl)-4-(4-chloro-phenyl)-6-methyl-pyrimidine), solid. Reactants: ClC1=NC(=CC(=N1)C1=CC=C(C=C1)Cl)C (2-chloro-4-(4-chloro-phenyl)-6-methyl-pyrimidine), BrC=1C=C(C=CC1)B(O)O (3-bromo-benzeneboronic acid). As a reaction SMILES: Cl[C:2]1[N:7]=[C:6]([C:8]2[CH:13]=[CH:12][C:11]([Cl:14])=[CH:10][CH:9]=2)[CH:5]=[C:4]([CH3:15])[N:3]=1.[Br:16][C:17]1[CH:18]=[C:19](B(O)O)[CH:20]=[CH:21][CH:22]=1>>[Br:16][C:17]1[CH:22]=[C:21]([C:2]2[N:7]=[C:6]([C:8]3[CH:13]=[CH:12][C:11]([Cl:14])=[CH:10][CH:9]=3)[CH:5]=[C:4]([CH3:15])[N:3]=2)[CH:20]=[CH:19][CH:18]=1. Starting materials: [Al+3], CCOCC, CC(F)(F)C(=O)NCCO, [H-], [H-], [H-], [H-], [Li+]. Product: CC(F)(F)CNCCO. RXN SMILES: [Al+3:2].[CH3:17][CH2:18][O:19][CH2:20][CH3:21].[F:7][C:8]([C:9](=[O:10])[NH:11][CH2:12][CH2:13][OH:14])([CH3:15])[F:16].[H-:1].[H-:4].[H-:5].[H-:6].[Li+:3]>>[F:7][C:8]([CH2:9][NH:11][CH2:12][CH2:13][OH:14])([CH3:15])[F:16].